From a dataset of the Open Reaction Database (ORD), a public repository of structured organic reaction records. describe an organic reaction: reactants, conditions, products, and yield Reactants: C1COCCO1, [H-], CCC(N)CO, N#Cc1c(N)cccc1F, [Na+]. Product: CCC(N)COc1cccc(N)c1C#N. Reaction SMILES: [CH2:19]1[O:20][CH2:21][CH2:22][O:23][CH2:24]1.[H-:7].[NH2:1][CH:2]([CH2:3][OH:4])[CH2:5][CH3:6].[NH2:9][c:10]1[c:11]([C:12]#[N:13])[c:14]([F:18])[cH:15][cH:16][cH:17]1.[Na+:8]>>[NH2:1][CH:2]([CH2:3][O:4][c:14]1[c:11]([C:12]#[N:13])[c:10]([NH2:9])[cH:17][cH:16][cH:15]1)[CH2:5][CH3:6].